This data is from the Open Reaction Database (ORD), a public repository of structured organic reaction records. The task is: describe an organic reaction: reactants, conditions, products, and yield Reactants: C(C)(C)(C)C1=CC=C(C=C1)S(=O)(=O)N(C1=C(C=CC=C1)C(N)=O)CC(=O)O ([(4-tert-butyl-benzenesulfonyl)-(2-carbamoyl-phenyl)-amino]-acetic acid), C(C)NCC=1SC=CN1 (ethyl-thiazol-2-ylmethyl-amine). Product: C(C)(C)(C)C1=CC=C(C=C1)S(=O)(=O)N(C1=C(C(=O)N)C=CC=C1)CC(N(CC=1SC=CN1)CC)=O (2-{(4-tert-Butyl-benzenesulfonyl)-[(ethyl-thiazol-2-ylmethyl-carbamoyl)-methyl]-amino}-benzamide). RXN SMILES: [C:1]([C:5]1[CH:10]=[CH:9][C:8]([S:11]([N:14]([CH2:24][C:25]([OH:27])=O)[C:15]2[CH:20]=[CH:19][CH:18]=[CH:17][C:16]=2[C:21](=[O:23])[NH2:22])(=[O:13])=[O:12])=[CH:7][CH:6]=1)([CH3:4])([CH3:3])[CH3:2].[CH2:28]([NH:30][CH2:31][C:32]1[S:33][CH:34]=[CH:35][N:36]=1)[CH3:29]>>[C:1]([C:5]1[CH:6]=[CH:7][C:8]([S:11]([N:14]([CH2:24][C:25](=[O:27])[N:30]([CH2:28][CH3:29])[CH2:31][C:32]2[S:33][CH:34]=[CH:35][N:36]=2)[C:15]2[CH:20]=[CH:19][CH:18]=[CH:17][C:16]=2[C:21]([NH2:22])=[O:23])(=[O:12])=[O:13])=[CH:9][CH:10]=1)([CH3:3])([CH3:2])[CH3:4]. Reported procedure: prepared by reaction of [(4-tert-butyl-benzenesulfonyl)-(2-carbamoyl-phenyl)-amino]-acetic acid with ethyl-thiazol-2-ylmethyl-amine The reactants are ClC=1C=C(C=CC1OC(F)(F)F)N (3-chloro-4-trifluoromethoxy-phenylamine), N1=C(C=CC=C1C)C (2,6-lutidine), BrCCC(=O)OC(C)(C)C (tert-butyl 3-bromopropionate). Run in C1(=CC=CC=C1)C (toluene). Conditions: time 2 day. Product: C(C)(C)(C)OC(CCNC1=CC(=C(C=C1)OC(F)(F)F)Cl)=O (3-(3-Chloro-4-trifluoromethoxy-phenylamino)-propionic acid tert-butyl ester). Isolated yield 66.6%. As a reaction SMILES: [Cl:1][C:2]1[CH:3]=[C:4]([NH2:13])[CH:5]=[CH:6][C:7]=1[O:8][C:9]([F:12])([F:11])[F:10].N1C(C)=CC=CC=1C.Br[CH2:23][CH2:24][C:25]([O:27][C:28]([CH3:31])([CH3:30])[CH3:29])=[O:26]>C1(C)C=CC=CC=1>[C:28]([O:27][C:25](=[O:26])[CH2:24][CH2:23][NH:13][C:4]1[CH:5]=[CH:6][C:7]([O:8][C:9]([F:11])([F:12])[F:10])=[C:2]([Cl:1])[CH:3]=1)([CH3:31])([CH3:30])[CH3:29]. Reported procedure: A solution of 9.26 g (42.4 mmol) of 3-chloro-4-trifluoromethoxy-phenylamine and 4.39 ml (42.4 mmol) of 2,6-lutidine in 50 ml of toluene was treated slowly with 7.30 ml (42.4 mmol) of tert-butyl 3-bromopropionate and stirred 2 days at reflux temperature. The reaction was then partitioned between aqueous 10% KHSO4 and EtOAc (3×). The organic phases were washed with 10% NaCl, dried over Na2SO4 evaporated and purified by flash silica gel column (n-heptane:EtOAc 9:1) to yield 9.59 g (60%) of the titl...